From a dataset of the Open Reaction Database (ORD), a public repository of structured organic reaction records. describe an organic reaction: reactants, conditions, products, and yield Starting materials: [BH4-], CO, COC(=O)C1CC(NC(=O)c2nn(C(C)C)c3ccccc23)CN1C(=O)OC(C)(C)C, [Cl-], [Li+], [Na+], C1CCOC1. Product: CC(C)n1nc(C(=O)NC2CC(CO)N(C(=O)OC(C)(C)C)C2)c2ccccc21. RXN SMILES: [BH4-:34].[CH3:36][OH:37].[CH:1]([CH3:2])([CH3:3])[n:4]1[n:5][c:6]([C:13](=[O:14])[NH:15][CH:16]2[CH2:17][CH:18]([C:28](=[O:29])[O:30][CH3:31])[N:19]([C:21](=[O:22])[O:23][C:24]([CH3:25])([CH3:26])[CH3:27])[CH2:20]2)[c:7]2[cH:8][cH:9][cH:10][cH:11][c:12]12.[Cl-:33].[Li+:32].[Na+:35].[O:38]1[CH2:39][CH2:40][CH2:41][CH2:42]1>>[CH:1]([CH3:2])([CH3:3])[n:4]1[n:5][c:6]([C:13](=[O:14])[NH:15][CH:16]2[CH2:17][CH:18]([CH2:28][OH:29])[N:19]([C:21](=[O:22])[O:23][C:24]([CH3:25])([CH3:26])[CH3:27])[CH2:20]2)[c:7]2[cH:8][cH:9][cH:10][cH:11][c:12]12.